From a dataset of the Open Reaction Database (ORD), a public repository of structured organic reaction records. describe an organic reaction: reactants, conditions, products, and yield The reactants are δ, ClC1=CC=C(C=C1)O (4-chlorophenol), FC1=CC=C(C=C1)C(CCCCCN1CCC(CC1)C=1C=C(C=CC1)NC(C(C)C)=O)O (N-(3-{1-[6-(4-fluorophenyl)-6-hydroxyhexyl]-4-piperidinyl}phenyl)-2-methylpropanamide), Cl (HCl). Yields the product ClC1=CC=C(OC(CCCCCN2CCC(CC2)C=2C=C(C=CC2)NC(C(C)C)=O)C2=CC=C(C=C2)F)C=C1 (N-(3-{1-[6-(4-CHLOROPHENOXY)-6-(4-FLUOROPHENYL)HEXYL]-4-PIPERIDINYL}PHENYL)-2-METHYLPROPANAMIDE). Reaction SMILES: [Cl:1][C:2]1[CH:7]=[CH:6][C:5]([OH:8])=[CH:4][CH:3]=1.[F:9][C:10]1[CH:15]=[CH:14][C:13]([CH:16](O)[CH2:17][CH2:18][CH2:19][CH2:20][CH2:21][N:22]2[CH2:27][CH2:26][CH:25]([C:28]3[CH:29]=[C:30]([NH:34][C:35](=[O:39])[CH:36]([CH3:38])[CH3:37])[CH:31]=[CH:32][CH:33]=3)[CH2:24][CH2:23]2)=[CH:12][CH:11]=1.Cl>>[Cl:1][C:2]1[CH:7]=[CH:6][C:5]([O:8][CH:16]([C:13]2[CH:12]=[CH:11][C:10]([F:9])=[CH:15][CH:14]=2)[CH2:17][CH2:18][CH2:19][CH2:20][CH2:21][N:22]2[CH2:23][CH2:24][CH:25]([C:28]3[CH:29]=[C:30]([NH:34][C:35](=[O:39])[CH:36]([CH3:38])[CH3:37])[CH:31]=[CH:32][CH:33]=3)[CH2:26][CH2:27]2)=[CH:4][CH:3]=1. Procedure: Prepared by Procedure A and Scheme AN using 4-chlorophenol and N-(3-{1-[6-(4-fluorophenyl)-6-hydroxyhexyl]-4-piperidinyl}phenyl)-2-methylpropanamide: 1H NMR (400 MHz, CDCl3), HCl salt δ 7.93 (s, 1H), 7.72–6.68 (m, 12H), 5.06–4.98 (m, 1H), 3.66–3.50 (m, br, 2H), 3.02–2.82 (m, br, 2H), 2.80–2.57 (m, br, 4H), 2.57–2.38 (m, br, 2H), 2.02–1.76 (m, br, 6H), 1.64–1.48 (m, br, 1H), 1.48–1.36 (m, br, 3H), 1.25 (d, 6H, J=6.8 Hz); Anal. Calc. for C33H41Cl2FN2O2.0.5EtOAc: C, 66.55; H, 7.18; N, 4.43; Found: ... Starting materials: BrC=1C=C2C(=CC1)N=CC21CCN(CC1)C(=O)OC(C)(C)C (tert-butyl 5-bromospiro[indole-3,4′-piperidine]-1′-carboxylate), C(=O)OC(C)(C)C (H−Boc). Yields the product BrC=1C=C2C(=CC1)NCC21CCN(CC1)C(=O)OC(C)(C)C (Tert-butyl 5-bromospiro[indoline-3,4′-piperidine]-1′-carboxylate). As a reaction SMILES: [Br:1][C:2]1[CH:3]=[C:4]2[C:10]3([CH2:15][CH2:14][N:13]([C:16]([O:18][C:19]([CH3:22])([CH3:21])[CH3:20])=[O:17])[CH2:12][CH2:11]3)[CH:9]=[N:8][C:5]2=[CH:6][CH:7]=1.C(OC(C)(C)C)=O>>[Br:1][C:2]1[CH:3]=[C:4]2[C:10]3([CH2:11][CH2:12][N:13]([C:16]([O:18][C:19]([CH3:22])([CH3:21])[CH3:20])=[O:17])[CH2:14][CH2:15]3)[CH2:9][NH:8][C:5]2=[CH:6][CH:7]=1. Reported procedure: Tert-butyl 5-bromospiro[indoline-3,4′-piperidine]-1′-carboxylate was prepared by the procedures described in Example 1, Step 2, substituting tert-butyl 5-chlorospiro[indole-3,4′-piperidine]-1′-carboxylate with tert-butyl 5-bromospiro[indole-3,4′-piperidine]-1′-carboxylate. LCMS (APCI+) m/z 267, 269 [M+H−Boc]+; Rt=3.89 min.